This data is from the Open Reaction Database (ORD), a public repository of structured organic reaction records. The task is: describe an organic reaction: reactants, conditions, products, and yield Reactants: CCC(=O)O, Cl, Nc1ccc2[nH]c(=O)c3[nH]ccc3c2c1, Cc1ccc(S(=O)(=O)Cl)cc1. The product is CCC(=O)O, Cc1ccc(S(=O)(=O)Nc2ccc3[nH]c(=O)c4[nH]ccc4c3c2)cc1. Reaction SMILES: [CH2:2]([CH3:3])[C:4](=[O:5])[OH:6].[ClH:1].[NH2:7][c:8]1[cH:9][c:10]2[c:11]3[c:12]([c:13](=[O:18])[nH:14][c:15]2[cH:16][cH:17]1)[nH:19][cH:20][cH:21]3.[c:22]1([CH3:32])[cH:23][cH:24][c:25]([S:28](=[O:29])(=[O:30])[Cl:31])[cH:26][cH:27]1>>[CH2:2]([CH3:3])[C:4](=[O:5])[OH:6].[NH:7]([c:8]1[cH:9][c:10]2[c:11]3[c:12]([c:13](=[O:18])[nH:14][c:15]2[cH:16][cH:17]1)[nH:19][cH:20][cH:21]3)[S:28]([c:25]1[cH:24][cH:23][c:22]([CH3:32])[cH:27][cH:26]1)(=[O:29])=[O:30]. Starting materials: ClC=1C=C(C=CC1)N1C(=O)N(C(=O)C(=C1N)N)C (1-(3-chlorophenyl)-5,6-diamino-3-methyluracil), N(=O)[O-].[Na+] (sodium nitrite), NC1=CC(N(C(N1C1=CC(=CC=C1)Cl)=O)C)=O (6-amino-1-(3-chlorophenyl)-3-methyluracil), ClC=1C=C(C=CC1)N=C=O (3-chlorophenyl isocyanate), CN (methylamine), [H][H] (hydrogen), NC(=O)N (urea), C(#N)CC(=O)O (cyanoacetic acid). Product: CNC(=O)NC1=CC(=CC=C1)Cl (N-Methyl-N'-(3-chlorophenyl)urea). RXN SMILES: ClC1C=C(N=C=O)C=CC=1.CN.NC(N)=O.C(CC(O)=O)#N.N([O-])=O.[Na+].NC1[N:33]([C:34]2[CH:39]=[CH:38][CH:37]=[C:36]([Cl:40])[CH:35]=2)[C:32](=[O:41])[N:31](C)[C:30](=O)C=1.[H][H].ClC1C=C(N2C(N)=C(N)C(=O)N(C)C2=O)C=CC=1>>[CH3:30][NH:31][C:32]([NH:33][C:34]1[CH:39]=[CH:38][CH:37]=[C:36]([Cl:40])[CH:35]=1)=[O:41] |f:4.5|. Procedure details: N-Methyl-N'-(3-chlorophenyl)urea was prepared preliminarily from 3-chlorophenyl isocyanate and methylamine by the same procedure as in Reference Example 1. The urea compound as the starting material was reacted with cyanoacetic acid to form a uracil ring. Using sodium nitrite a nitroso group was introduced into the 5-position of the uracil ring in the obtained 6-amino-1-(3-chlorophenyl)-3-methyluracil and then reduced with hydrogen gas to prepare 1-(3-chlorophenyl)-5,6-diamino-3-methyluracil.